Task: describe an organic reaction: reactants, conditions, products, and yield. Dataset: the Open Reaction Database (ORD), a public repository of structured organic reaction records Reactants: COCC(=O)NC1=NC=CC(=C1)OC1=C(C=C(C=C1)[N+](=O)[O-])C (2-methoxy-N-(4-(2-methyl-4-nitrophenoxy)pyridin-2-yl)acetamide), [H][H] (hydrogen). Reagents/catalysts: [Pt] (Pt/C). Run in CO (MeOH), CC(=O)O (AcOH). Product: NC1=CC(=C(OC2=CC(=NC=C2)NC(COC)=O)C=C1)C (N-(4-(4-Amino-2-methylphenoxy)pyridin-2-yl)-2-methoxyacetamide). As a reaction SMILES: [CH3:1][O:2][CH2:3][C:4]([NH:6][C:7]1[CH:12]=[C:11]([O:13][C:14]2[CH:19]=[CH:18][C:17]([N+:20]([O-])=O)=[CH:16][C:15]=2[CH3:23])[CH:10]=[CH:9][N:8]=1)=[O:5].[H][H]>CO.CC(O)=O.[Pt]>[NH2:20][C:17]1[CH:18]=[CH:19][C:14]([O:13][C:11]2[CH:10]=[CH:9][N:8]=[C:7]([NH:6][C:4](=[O:5])[CH2:3][O:2][CH3:1])[CH:12]=2)=[C:15]([CH3:23])[CH:16]=1. Procedure details: A solution of 2-methoxy-N-(4-(2-methyl-4-nitrophenoxy)pyridin-2-yl)acetamide (357 mg, estimated purity 92%, 1.04 mmol) in a mixture of MeOH (20 mL) and AcOH (2.0 mL) was subjected to hydrogenation by passage through a Thales H-cube (1.0 mL min−1, 25° C., 55 mm 10% Pt/C Cat-Cart, full hydrogen mode) and was then evaporated in vacuo. The residue was taken up into a mixture of MeOH (20 mL) and AcOH (2 mL) and re-subjected to hydrogenation under the same flow conditions, at an elevated temperature (... Run in ClCCl (dichloromethane). Procedure details: A solution of N-(3-((3-(2-(4-(6-fluorobenzo[d]isoxazol-3-yl)piperidin-1-yl)ethyl)-2-methyl-4-oxo-6,7,8,9-tetrahydro-4H-pyrido[1,2-a]pyrimidin-9-yl)oxy)propyl)pivalamide, prepared as described in Step A, (1.482 g, 2.54 mmol) in dichloromethane (10 mL) and trifluoroacetic acid (5 mL) was stirred for 1 h at room temperature. The reaction mixture was purified on a Porapak CX column to give the title compound which was used without further purification in the next step. Starting materials: FC1=CC2=C(C(=NO2)C2CCN(CC2)CCC2=C(N=C3N(C2=O)CCCC3OCCCNC(C(C)(C)C)=O)C)C=C1 (N-(3-((3-(2-(4-(6-fluorobenzo[d]isoxazol-3-yl)piperidin-1-yl)ethyl)-2-methyl-4-oxo-6,7,8,9-tetrahydro-4H-pyrido[1,2-a]pyrimidin-9-yl)oxy)propyl)pivalamide), FC(C(=O)O)(F)F (trifluoroacetic acid). The product is NCCCOC1CCCN2C1=NC(=C(C2=O)CCN2CCC(CC2)C2=NOC1=C2C=CC(=C1)F)C (9-(3-aminopropoxy)-3-(2-(4-(6-fluorobenzo[d]isoxazol-3-yl)piperidin-1-yl)ethyl)-2-methyl-6,7,8,9-tetrahydro-4H-pyrido[1,2-a]pyrimidin-4-one). RXN SMILES: [F:1][C:2]1[CH:41]=[CH:40][C:5]2[C:6]([CH:9]3[CH2:14][CH2:13][N:12]([CH2:15][CH2:16][C:17]4[C:22](=[O:23])[N:21]5[CH2:24][CH2:25][CH2:26][CH:27]([O:28][CH2:29][CH2:30][CH2:31][NH:32]C(=O)C(C)(C)C)[C:20]5=[N:19][C:18]=4[CH3:39])[CH2:11][CH2:10]3)=[N:7][O:8][C:4]=2[CH:3]=1.FC(F)(F)C(O)=O>ClCCl>[NH2:32][CH2:31][CH2:30][CH2:29][O:28][CH:27]1[C:20]2=[N:19][C:18]([CH3:39])=[C:17]([CH2:16][CH2:15][N:12]3[CH2:11][CH2:10][CH:9]([C:6]4[C:5]5[CH:40]=[CH:41][C:2]([F:1])=[CH:3][C:4]=5[O:8][N:7]=4)[CH2:14][CH2:13]3)[C:22](=[O:23])[N:21]2[CH2:24][CH2:25][CH2:26]1. Starting materials: C(C)(C)(C)C1=CC(=CC(=C1)C(C)(C)C)C(C)(C)C (1,3,5-Tri-t-butylbenzene), BrBr (bromine). Reagents/catalysts: [Fe] (Iron), C(C)(C)(C)C1=C(C(O)=CC=C1)O (t-Butylcatechol). Solvent: C(Cl)(Cl)(Cl)Cl (carbon tetrachloride), C(Cl)(Cl)(Cl)Cl (carbon tetrachloride). Reaction conditions: temperature 5 celsius, time 4 hour. Yields the product BrC1=CC(=CC(=C1)C(C)(C)C)C(C)(C)C (Bromo-3,5-di-t-Butylbenzene). Yield: 46.4%. RXN SMILES: [C:1]([C:5]1[CH:10]=[C:9](C(C)(C)C)[CH:8]=[C:7]([C:15]([CH3:18])([CH3:17])[CH3:16])[CH:6]=1)([CH3:4])([CH3:3])[CH3:2].[Br:19]Br>C(Cl)(Cl)(Cl)Cl.[Fe].C(C1C=CC=C(O)C=1O)(C)(C)C>[Br:19][C:9]1[CH:10]=[C:5]([C:1]([CH3:4])([CH3:3])[CH3:2])[CH:6]=[C:7]([C:15]([CH3:18])([CH3:17])[CH3:16])[CH:8]=1. Reported procedure: 1,3,5-Tri-t-butylbenzene (150 g, 0.6 mol) was dissolved in carbon tetrachloride (300 mL) in a three-necked flask which had been painted black to avoid light and equipped with an overhead stirrer, thermometer and addition funnel under argon. Iron pellets (36 g, 0.64 mol) were added and the slurry was cooled to 5° C. t-Butylcatechol (1.0 g) was added and a solution of bromine (201.6 g, 1.26 mol) in carbon tetrachloride (75 mL) was added over a one hour period. The slurry was stirred for an additio... Yields the product O=[N+]([O-])c1cccnc1Nc1ccccc1. The reactants are CCO, O=[N+]([O-])c1cccnc1Cl, Nc1ccccc1. As a reaction SMILES: [CH3:18][CH2:19][OH:20].[Cl:1][c:2]1[n:3][cH:4][cH:5][cH:6][c:7]1[N+:8](=[O:9])[O-:10].[NH2:11][c:12]1[cH:13][cH:14][cH:15][cH:16][cH:17]1>>[c:2]1([NH:11][c:12]2[cH:13][cH:14][cH:15][cH:16][cH:17]2)[n:3][cH:4][cH:5][cH:6][c:7]1[N+:8](=[O:9])[O-:10]. Procedure: To a solution of 1,1-dimethylethyl (2S)-4-[(2′-fluoro-5′-{[methyl({3-[(methyloxy)carbonyl]phenyl}carbonyl)amino]methyl}-3-biphenylyl)methyl]-2-methyl-1-piperazinecarboxylate (0.215 g, 0.365 mmol) in MeOH/H2O (1.0/0.5 mL) was added LiOH.H2O (0.077 g, 1.83 mmol). The mixture was heated with a microwave at 80° C. for 30 min. Then it was acidified with HOAc. This mixture was extracted with DCM which was dried over Na2SO4, filtered, concentrated and purified using a Gilson HPLC to afford the title co... Solvent: CO.O (MeOH H2O). RXN SMILES: [F:1][C:2]1[CH:7]=[CH:6][C:5]([CH2:8][N:9]([CH3:22])[C:10]([C:12]2[CH:17]=[CH:16][CH:15]=[C:14]([C:18]([O:20]C)=[O:19])[CH:13]=2)=[O:11])=[CH:4][C:3]=1[C:23]1[CH:28]=[CH:27][CH:26]=[C:25]([CH2:29][N:30]2[CH2:35][CH2:34][N:33]([C:36]([O:38][C:39]([CH3:42])([CH3:41])[CH3:40])=[O:37])[C@@H:32]([CH3:43])[CH2:31]2)[CH:24]=1.O[Li].O.CC(O)=O>CO.O>[CH3:42][C:39]([O:38][C:36]([N:33]1[CH2:34][CH2:35][N:30]([CH2:29][C:25]2[CH:24]=[C:23]([C:3]3[C:2]([F:1])=[CH:7][CH:6]=[C:5]([CH2:8][N:9]([CH3:22])[C:10]([C:12]4[CH:13]=[C:14]([CH:15]=[CH:16][CH:17]=4)[C:18]([OH:20])=[O:19])=[O:11])[CH:4]=3)[CH:28]=[CH:27][CH:26]=2)[CH2:31][C@@H:32]1[CH3:43])=[O:37])([CH3:40])[CH3:41] |f:1.2,4.5|. Product: CC(C)(C)OC(=O)N1[C@H](CN(CC1)CC=1C=C(C=CC1)C1=CC(=CC=C1F)CN(C(=O)C=1C=C(C(=O)O)C=CC1)C)C (3-{[({3′-[((3S)-4-{[(1,1-Dimethylethyl)oxy]carbonyl}-3-methyl-1-piperazinyl)methyl]-6-fluoro-3-biphenylyl}methyl)(methyl)amino]carbonyl}benzoic Acid). Isolated yield 30.4%. Reactants: FC1=C(C=C(C=C1)CN(C(=O)C1=CC(=CC=C1)C(=O)OC)C)C1=CC(=CC=C1)CN1C[C@@H](N(CC1)C(=O)OC(C)(C)C)C (1,1-dimethylethyl (2S)-4-[(2′-fluoro-5′-{[methyl({3-[(methyloxy)carbonyl]phenyl}carbonyl)amino]methyl}-3-biphenylyl)methyl]-2-methyl-1-piperazinecarboxylate), O[Li].O (LiOH.H2O), CC(=O)O (HOAc). Reaction conditions: temperature 80 celsius. The reactants are C1CCOC1, CCC(c1cc2cc(C(=O)OC)ccc2o1)C(C)c1ccc(OCC(=O)C(C)(C)C)c(C(C)C)c1, CO, [Na+], [OH-]. The product is CCC(c1cc2cc(C(=O)O)ccc2o1)C(C)c1ccc(OCC(=O)C(C)(C)C)c(C(C)C)c1. RXN SMILES: [CH2:40]1[O:41][CH2:42][CH2:43][CH2:44]1.[CH3:1][O:2][C:3](=[O:4])[c:5]1[cH:6][cH:7][c:8]2[c:9]([cH:10][c:11]([CH:13]([CH2:14][CH3:15])[CH:16]([CH3:17])[c:18]3[cH:19][c:20]([CH:32]([CH3:33])[CH3:34])[c:21]([O:24][CH2:25][C:26]([C:27]([CH3:28])([CH3:29])[CH3:30])=[O:31])[cH:22][cH:23]3)[o:12]2)[cH:35]1.[CH3:38][OH:39].[Na+:37].[OH-:36]>>[O:2]=[C:3]([OH:4])[c:5]1[cH:6][cH:7][c:8]2[c:9]([cH:10][c:11]([CH:13]([CH2:14][CH3:15])[CH:16]([CH3:17])[c:18]3[cH:19][c:20]([CH:32]([CH3:33])[CH3:34])[c:21]([O:24][CH2:25][C:26]([C:27]([CH3:28])([CH3:29])[CH3:30])=[O:31])[cH:22][cH:23]3)[o:12]2)[cH:35]1. Yields the product COc1cc(F)c(C(C)C)cc1-c1ccc(Br)cc1CN1C(=O)OC(c2cc(C(F)(F)F)cc(C(F)(F)F)c2)C1C. Reaction SMILES: [CH:49]([Br:50])([Br:51])[Br:52].[N:42]([O:43][C:44]([CH3:45])([CH3:46])[CH3:47])=[O:48].[NH2:1][c:2]1[cH:3][c:4]([CH2:20][N:21]2[C:22](=[O:41])[O:23][CH:24]([c:27]3[cH:28][c:29]([C:37]([F:38])([F:39])[F:40])[cH:30][c:31]([C:33]([F:34])([F:35])[F:36])[cH:32]3)[CH:25]2[CH3:26])[c:5](-[c:8]2[c:9]([O:18][CH3:19])[cH:10][c:11]([F:17])[c:12]([CH:14]([CH3:15])[CH3:16])[cH:13]2)[cH:6][cH:7]1>>[c:2]1([Br:50])[cH:3][c:4]([CH2:20][N:21]2[C:22](=[O:41])[O:23][CH:24]([c:27]3[cH:28][c:29]([C:37]([F:38])([F:39])[F:40])[cH:30][c:31]([C:33]([F:34])([F:35])[F:36])[cH:32]3)[CH:25]2[CH3:26])[c:5](-[c:8]2[c:9]([O:18][CH3:19])[cH:10][c:11]([F:17])[c:12]([CH:14]([CH3:15])[CH3:16])[cH:13]2)[cH:6][cH:7]1. The reactants are BrC(Br)Br, CC(C)(C)ON=O, COc1cc(F)c(C(C)C)cc1-c1ccc(N)cc1CN1C(=O)OC(c2cc(C(F)(F)F)cc(C(F)(F)F)c2)C1C. Reactants: O=C([O-])[O-], COC(=O)c1cc(O)cc(C)c1NC1CC1, Cc1c(Cn2nc(Br)nc2Br)cnc(Cl)c1C#N, Cl, [Cs+], [Cs+], CN(C)C=O. The product is COC(=O)c1cc(Oc2ncc(Cn3nc(Br)nc3Br)c(C)c2C#N)cc(C)c1NC1CC1. RXN SMILES: [C:1](=[O:2])([O-:3])[O-:4].[CH:26]1([NH:29][c:30]2[c:31]([C:32](=[O:33])[O:34][CH3:35])[cH:36][c:37]([OH:41])[cH:38][c:39]2[CH3:40])[CH2:27][CH2:28]1.[Cl:7][c:8]1[c:9]([C:10]#[N:11])[c:12]([CH3:24])[c:13]([CH2:16][n:17]2[n:18][c:19]([Br:23])[n:20][c:21]2[Br:22])[cH:14][n:15]1.[ClH:25].[Cs+:5].[Cs+:6].[O:42]=[CH:43][N:44]([CH3:45])[CH3:46]>>[c:8]1([O:41][c:37]2[cH:36][c:31]([C:32](=[O:33])[O:34][CH3:35])[c:30]([NH:29][CH:26]3[CH2:27][CH2:28]3)[c:39]([CH3:40])[cH:38]2)[c:9]([C:10]#[N:11])[c:12]([CH3:24])[c:13]([CH2:16][n:17]2[n:18][c:19]([Br:23])[n:20][c:21]2[Br:22])[cH:14][n:15]1.